Dataset: the Open Reaction Database (ORD), a public repository of structured organic reaction records. Task: describe an organic reaction: reactants, conditions, products, and yield Starting materials: CCCCC=CC=CC=CC(=O)[O-], [CH2]C, [H-], [Li], O. The product is CCCCC=CC=CC=CCO. As a reaction SMILES: [C:3]([CH:4]=[CH:5][CH:6]=[CH:7][CH:8]=[CH:9][CH2:10][CH2:11][CH2:12][CH3:13])(=[O:14])[O-:15].[CH2:1][CH3:2].[H-:17].[Li:16].[OH2:18]>>[CH2:3]([CH:4]=[CH:5][CH:6]=[CH:7][CH:8]=[CH:9][CH2:10][CH2:11][CH2:12][CH3:13])[OH:14]. The reactants are CCOC(C)=O, CCOC(C#Cc1cc(C)cc(Oc2cc(C(F)(F)F)nn2C)n1)OCC, CCCCC, ClC(Cl)Cl, O, O=C(O)C(Cl)(Cl)Cl. Yields the product Cc1cc(C#CC=O)nc(Oc2cc(C(F)(F)F)nn2C)c1. As a reaction SMILES: [C:40]([O:41][CH2:42][CH3:43])(=[O:44])[CH3:45].[CH3:1][c:2]1[cH:3][c:4]([O:17][c:18]2[cH:19][c:20]([C:24]([F:25])([F:26])[F:27])[n:21][n:22]2[CH3:23])[n:5][c:6]([C:8]#[C:9][CH:10]([O:11][CH2:15][CH3:16])[O:12][CH2:13][CH3:14])[cH:7]1.[CH3:46][CH2:47][CH2:48][CH2:49][CH3:50].[Cl:35][CH:36]([Cl:37])[Cl:38].[OH2:39].[OH:28][C:29]([C:30]([Cl:31])([Cl:32])[Cl:33])=[O:34]>>[CH3:1][c:2]1[cH:3][c:4]([O:17][c:18]2[cH:19][c:20]([C:24]([F:25])([F:26])[F:27])[n:21][n:22]2[CH3:23])[n:5][c:6]([C:8]#[C:9][CH:10]=[O:11])[cH:7]1. The reactants are CN(C)CCO, CN(C)C=O, CC(C)(C)C(=O)Nc1ccc(-c2cc(=O)c3c(NC(=O)C(C)(C)C)c(F)c(COS(C)(=O)=O)c(F)c3o2)cc1F, [H-], [Na+], O. Product: CN(C)CCOCc1c(F)c(NC(=O)C(C)(C)C)c2c(=O)cc(-c3ccc(NC(=O)C(C)(C)C)c(F)c3)oc2c1F. RXN SMILES: [CH3:41][N:42]([CH2:43][CH2:44][OH:45])[CH3:46].[CH3:50][N:51]([CH3:52])[CH:53]=[O:54].[F:1][c:2]1[c:3]([CH2:35][O:36][S:37]([CH3:38])(=[O:39])=[O:40])[c:4]([F:34])[c:5]2[c:6]([c:7](=[O:25])[cH:8][c:9](-[c:11]3[cH:12][c:13]([F:24])[c:14]([NH:17][C:18]([C:19]([CH3:20])([CH3:21])[CH3:22])=[O:23])[cH:15][cH:16]3)[o:10]2)[c:26]1[NH:27][C:28]([C:29]([CH3:30])([CH3:31])[CH3:32])=[O:33].[H-:47].[Na+:48].[OH2:49]>>[F:1][c:2]1[c:3]([CH2:35][O:45][CH2:44][CH2:43][N:42]([CH3:41])[CH3:46])[c:4]([F:34])[c:5]2[c:6]([c:7](=[O:25])[cH:8][c:9](-[c:11]3[cH:12][c:13]([F:24])[c:14]([NH:17][C:18]([C:19]([CH3:20])([CH3:21])[CH3:22])=[O:23])[cH:15][cH:16]3)[o:10]2)[c:26]1[NH:27][C:28]([C:29]([CH3:30])([CH3:31])[CH3:32])=[O:33]. Starting materials: ClC1=C(C(=O)Cl)C=CC(=C1)Cl (2,4-dichlorobenzoyl chloride), [H-].[Na+] (sodium hydride), NC1=CC=C(C(=O)N2CC=3N(CC4=C2C=CC=C4)C=CN3)C=C1 (10,11-dihydro-10-(4-aminobenzoyl)-5H-imidazo[2,1-c][1,4]benzodiazepine). Solvent: O1CCOCC1 (dioxane), O1CCOCC1 (dioxane), O1CCOCC1 (dioxane). Reaction conditions: time 2 day. Yields the product N=1C=CN2C1CN(C1=C(C2)C=CC=C1)C(=O)C1=CC=C(C=C1)NC(C1=C(C=C(C=C1)Cl)Cl)=O (N-[4-(5H-Imidazo[2,1-c][1,4]benzodiazepin-10(11H)-ylcarbonyl)phenyl]-2,4-dichlorobenzamide). RXN SMILES: [NH2:1][C:2]1[CH:23]=[CH:22][C:5]([C:6]([N:8]2[C:14]3[CH:15]=[CH:16][CH:17]=[CH:18][C:13]=3[CH2:12][N:11]3[CH:19]=[CH:20][N:21]=[C:10]3[CH2:9]2)=[O:7])=[CH:4][CH:3]=1.[H-].[Na+].[Cl:26][C:27]1[CH:35]=[C:34]([Cl:36])[CH:33]=[CH:32][C:28]=1[C:29](Cl)=[O:30]>O1CCOCC1>[N:21]1[CH:20]=[CH:19][N:11]2[CH2:12][C:13]3[CH:18]=[CH:17][CH:16]=[CH:15][C:14]=3[N:8]([C:6]([C:5]3[CH:4]=[CH:3][C:2]([NH:1][C:29](=[O:30])[C:28]4[CH:32]=[CH:33][C:34]([Cl:36])=[CH:35][C:27]=4[Cl:26])=[CH:23][CH:22]=3)=[O:7])[CH2:9][C:10]=12 |f:1.2|. Procedure details: A slurry of 0.330 g of 10,11-dihydro-10-(4-aminobenzoyl)-5H-imidazo[2,1-c][1,4]benzodiazepine in 15 ml of dioxane is stirred and warmed slightly to obtain a nearly complete solution. The reaction mixture is cooled to room temperature and 43 mg of sodium hydride in oil added. The mixture is warmed slightly. Gas evolution stops in a few minutes. The reaction mixture is cooled to room temperature and 153 μl of 2,4-dichlorobenzoyl chloride in 2.5 ml of dioxane added. An additional 3.5 ml of dioxane ... The reactants are NC1=CC(N(C(N1CC1CCCCC1)=O)CC1CCCCC1)=O (6-amino-1,3-bis(cyclohexylmethyl)uracil), NC1=C(C(N(C(N1CC1CCCCC1)=O)CC1CCCCC1)=O)N=O (6-amino 1,3-bis(cyclohexylmethyl)-5-nitrosouracil), C(=O)C1=CC=C(C(=O)O)C=C1 (4-formylbenzoic acid). Yields the product C1(CCCCC1)CN1C(=O)N(C(=O)C(=C1N)N)CC1CCCCC1 (1,3-Bis(cyclohexylmethyl)-5,6-diaminouracil), C1(CCCCC1)CN1C(N(C=2NC(=NC2C1=O)C1=C(C(=O)O)C=CC=C1)CC1CCCCC1)=O ((1,3-Bis(cyclohexylmethyl)-1,2,3,6-tetrahydro-2,6-dioxo-9H-purin-8-yl]benzoic acid), solid. Isolated yield 54.0%. As a reaction SMILES: [NH2:1][C:2]1[N:7]([CH2:8][CH:9]2[CH2:14][CH2:13][CH2:12][CH2:11][CH2:10]2)[C:6](=[O:15])[N:5]([CH2:16][CH:17]2[CH2:22][CH2:21][CH2:20][CH2:19][CH2:18]2)[C:4](=[O:23])[CH:3]=1.[NH2:24][C:25]1[N:30]([CH2:31][CH:32]2[CH2:37][CH2:36][CH2:35][CH2:34][CH2:33]2)[C:29](=[O:38])[N:28]([CH2:39][CH:40]2[CH2:45][CH2:44][CH2:43][CH2:42][CH2:41]2)[C:27](=[O:46])[C:26]=1[N:47]=O.C([C:51]1[CH:59]=[CH:58][C:54]([C:55]([OH:57])=[O:56])=[CH:53][CH:52]=1)=O>>[CH:32]1([CH2:31][N:30]2[C:25]([NH2:24])=[C:26]([NH2:47])[C:27](=[O:46])[N:28]([CH2:39][CH:40]3[CH2:45][CH2:44][CH2:43][CH2:42][CH2:41]3)[C:29]2=[O:38])[CH2:33][CH2:34][CH2:35][CH2:36][CH2:37]1.[CH:17]1([CH2:16][N:5]2[C:4](=[O:23])[C:3]3[N:24]=[C:25]([C:53]4[CH:52]=[CH:51][CH:59]=[CH:58][C:54]=4[C:55]([OH:57])=[O:56])[NH:1][C:2]=3[N:7]([CH2:8][CH:9]3[CH2:14][CH2:13][CH2:12][CH2:11][CH2:10]3)[C:6]2=[O:15])[CH2:18][CH2:19][CH2:20][CH2:21][CH2:22]1. Procedure: 1,3-Bis(cyclohexylmethyl)-5,6-diaminouracil was prepared as in part (d) of Example 1 by reduction of 1, 6-amino 1,3-bis(cyclohexylmethyl)-5-nitrosouracil (1.00 g) and immediately condensed with 4-formylbenzoic acid (Aldrich, 1.424 g) by the method of J. Perumattam (Synthetic Commun. 1989, 19: 3367-3370) to give title compound as an off-white solid an off-white solid (720 mg, 54%), m.p. >300° C.; 1H-NMR (DMSO-d6) consistent with structure. Starting materials: O (Water), CS(=O)(=O)Cl (methanesulfonyl chloride), ClC1=CC=C(COCCO)C=C1 (2-(4-chloro-benzyloxy)-ethanol), C(C)(C)N(CC)C(C)C (diisopropyethylamine). The solvent is C(Cl)Cl (DCM), C(Cl)Cl (DCM). The product is ClC1=CC=C(COCCOS(=O)(=O)C)C=C1 (Methanesulfonic acid 2-(4-chloro-benzyloxy)-ethyl ester). As a reaction SMILES: [CH3:1][S:2](Cl)(=[O:4])=[O:3].[Cl:6][C:7]1[CH:17]=[CH:16][C:10]([CH2:11][O:12][CH2:13][CH2:14][OH:15])=[CH:9][CH:8]=1.C(N(C(C)C)CC)(C)C.O>C(Cl)Cl>[Cl:6][C:7]1[CH:8]=[CH:9][C:10]([CH2:11][O:12][CH2:13][CH2:14][O:15][S:2]([CH3:1])(=[O:4])=[O:3])=[CH:16][CH:17]=1. Reported procedure: A solution of methanesulfonyl chloride (980 μL, 12.6 mmol) in dry DCM (10 mL) was slowly added to a cooled (0° C.) solution of 2-(4-chloro-benzyloxy)-ethanol (2.14 g, 11.46 mmol) and diisopropyethylamine (2.0 mL, 23 mmol) in dry DCM (10 mL). The reaction mixture was allowed to warm to RT overnight. Water was added and the organic layer was dried (MgSO4) and concentrated. The residue was purified by column chromatography over silica using a gradient of 0-20% diethyl ether/cyclohexane to afford th...